This data is from the Open Reaction Database (ORD), a public repository of structured organic reaction records. The task is: describe an organic reaction: reactants, conditions, products, and yield The reactants are solution, [Li+].CC(C)[N-]C(C)C (LDA), ClC1=CC(=C(OCN2N=NC3=C2C=CC=C3)C=C1)C1OC1 (1-(4-Chloro-2-oxiranyl-phenoxymethyl)-1H-benzotriazole). Solvent: C1CCOC1 (THF), O1CCCC1 (tetrahydrofurane). Reaction conditions: temperature -78 celsius, time 17 hour. Product: ClC=1C=CC2=C(C(=CO2)CO)C1 ((5-Chloro-benzofuran-3-yl)-methanol). The yield is 110.7%. As a reaction SMILES: [Cl:1][C:2]1[CH:18]=[CH:17][C:5]([O:6][CH2:7]N2C3C=CC=CC=3N=N2)=[C:4]([CH:19]2[CH2:21][O:20]2)[CH:3]=1.[Li+].CC([N-]C(C)C)C>O1CCCC1>[Cl:1][C:2]1[CH:18]=[CH:17][C:5]2[O:6][CH:7]=[C:19]([CH2:21][OH:20])[C:4]=2[CH:3]=1 |f:1.2|. Procedure: 99 (25.7 g, 85.1 mmol) is dissolved in 300 ml of tetrahydrofurane and cooled to −78° C. A 2M solution of LDA in THF (93.7 ml, 187.4 mmol) is added dropwise within 45 min. The reaction mixture is allow to warmup to room temperature within 17 h. Then the reaction mixture is quenched with saturated aqueous ammonium chloride solution and evaporated under reduced pressure. The residue is diluted with ethyl acetate, washed with water and brine and dried over sodium sulfate. Evaporation gave 17.2 g of ... The reactants are [Al+3], CC(=O)Cl, [Cl-], [Cl-], [Cl-], COc1ccc(-c2ccccc2)cc1F, S=C=S. Yields the product COc1ccc(-c2ccc(C(C)=O)cc2)cc1F. Reaction SMILES: [Al+3:21].[CH3:16][C:17]([Cl:18])=[O:19].[Cl-:20].[Cl-:22].[Cl-:23].[F:1][c:2]1[cH:3][c:4](-[c:10]2[cH:11][cH:12][cH:13][cH:14][cH:15]2)[cH:5][cH:6][c:7]1[O:8][CH3:9].[S:24]=[C:25]=[S:26]>>[F:1][c:2]1[cH:3][c:4](-[c:10]2[cH:11][cH:12][c:13]([C:17]([CH3:16])=[O:19])[cH:14][cH:15]2)[cH:5][cH:6][c:7]1[O:8][CH3:9]. Reactants: OC=1C=CC(=C(C#N)C1)I (5-Hydroxy-2-iodo-benzonitrile), B.C1CCOC1 (BH3.THF). Solvent: C1CCOC1 (THF). Reaction conditions: time 24 hour. Yields the product NCC=1C=C(C=CC1I)O (3-Aminomethyl-4-iodo-phenol). The yield is 32.1%. RXN SMILES: [OH:1][C:2]1[CH:3]=[CH:4][C:5]([I:10])=[C:6]([CH:9]=1)[C:7]#[N:8].B.C1COCC1>C1COCC1>[NH2:8][CH2:7][C:6]1[CH:9]=[C:2]([OH:1])[CH:3]=[CH:4][C:5]=1[I:10] |f:1.2|. Reported procedure: To a solution of 5-Hydroxy-2-iodo-benzonitrile (245 mg, 1 mmol) in THF (3 mL) is added BH3.THF (6 mL, 1 M solution in THF) under N2. The mixture is then allowed to stir at room temperature for 24 hours. The reaction is then quenched with 6N HCl. THF is then removed and the aqueous layer is then neutralized with ammonium hydroxide to pH 9. The mixture is then extracted with CHCl3/MeOH (9:1). The organic layer dried and evaporated and the residue is chromatographed to provide the desired product (... The reactants are BrC1=C2C3(C(N(C2=CC=C1)C)=O)COC=1C3=CC3=C(OCO3)C1 (4′-Bromo-1′-methylspiro[furo[2,3-f][1,3]benzodioxole-7,3′-indol]-2′(1′H)-one). Run in C(C)#N.C(C)(C)(C)OC (acetonitrile tert-butylmethylether). The product is BrC1=C2[C@]3(C(N(C2=CC=C1)C)=O)COC=1C3=CC3=C(OCO3)C1 ((7S)-4′-bromo-1′-methylspiro[furo[2,3-f][1,3]benzodioxole-7,3′-indol]-2′(1′H)-one). Reaction SMILES: [Br:1][C:2]1[CH:10]=[CH:9][CH:8]=[C:7]2[C:3]=1[C:4]1([C:16]3=[CH:17][C:18]4[O:22][CH2:21][O:20][C:19]=4[CH:23]=[C:15]3[O:14][CH2:13]1)[C:5](=[O:12])[N:6]2[CH3:11]>C(#N)C.C(OC)(C)(C)C>[Br:1][C:2]1[CH:10]=[CH:9][CH:8]=[C:7]2[C:3]=1[C@:4]1([C:16]3=[CH:17][C:18]4[O:22][CH2:21][O:20][C:19]=4[CH:23]=[C:15]3[O:14][CH2:13]1)[C:5](=[O:12])[N:6]2[CH3:11] |f:1.2|. Procedure details: 4′-Bromo-1′-methylspiro[furo[2,3-f][1,3]benzodioxole-7,3′-indol]-2′(1′H)-one (0.32 g, 8.58 mmol) was resolved on a semi-preparative chiral column (CHIRALPAK-IA, Chiral Technologies, Inc.) and eluted with 5% acetonitrile in tert-butylmethylether at 30 mL/min. Each run consisted of 50 mg of the racemate dissolved in acetonitrile/tert-butylmethylether (1:1). (7S)-4′-bromo-1′-methylspiro[furo[2,3-f][1,3]benzodioxole-7,3′-indol]-2′(1′H)-one (0.13 g, 81%) was the second enantiomer to elute and was iso... Reaction SMILES: [B:34]([Br:35])([Br:36])[Br:37].[CH3:1][NH:2][C:3](=[O:4])[c:5]1[c:6]2[c:7]([s:8][c:9]1[CH3:10])[cH:11][c:12]([O:15][c:16]1[c:17]3[c:18]([n:19][cH:20][cH:21]1)[cH:22][c:23]([C:25](=[O:26])[N:27]1[CH2:28][CH:29]([O:32][CH3:33])[CH2:30][CH2:31]1)[s:24]3)[cH:13][cH:14]2>>[CH3:1][NH:2][C:3](=[O:4])[c:5]1[c:6]2[c:7]([s:8][c:9]1[CH3:10])[cH:11][c:12]([O:15][c:16]1[c:17]3[c:18]([n:19][cH:20][cH:21]1)[cH:22][c:23]([C:25](=[O:26])[N:27]1[CH2:28][CH:29]([OH:32])[CH2:30][CH2:31]1)[s:24]3)[cH:13][cH:14]2. The product is CNC(=O)c1c(C)sc2cc(Oc3ccnc4cc(C(=O)N5CCC(O)C5)sc34)ccc12. Reactants: BrB(Br)Br, CNC(=O)c1c(C)sc2cc(Oc3ccnc4cc(C(=O)N5CCC(OC)C5)sc34)ccc12. Starting materials: C(C1=CC=CO1)N (furfurylamine), COC(=O)C=1C=C(C2=C(S(CC3=C(O2)C(=CC(=C3)NCCCl)Cl)(=O)=O)C1)C (4-Chloro-2-(2-chloro-ethylamino)-6-methyl-10,10-dioxo-10,11-dihydro-5-oxa-10lambda*6*-thia-dibenzo[a,d]cycloheptene-8-carboxylic acid methyl ester). Reagents/catalysts: [I-].C(CCC)[N+](CCCC)(CCCC)CCCC (tetrabutylammonium iodide). Solvent: CO (methanol). Reaction conditions: temperature 110 celsius, time 5 hour. The product is COC(=O)C=1C=C(C2=C(S(CC3=C(O2)C(=CC(=C3)NCCNCC=3OC=CC3)Cl)(=O)=O)C1)C (4-Chloro-2-{2-[(furan-2-ylmethyl)-amino]-ethylamino}-6-methyl-10,10-dioxo-10,11-dihydro-5-oxa-10lambda*6*-thia-dibenzo[a,d]cycloheptene-8-carboxylic acid methyl ester). Reaction SMILES: [CH2:1]([NH2:7])[C:2]1[O:6][CH:5]=[CH:4][CH:3]=1.[CH3:8][O:9][C:10]([C:12]1[CH:13]=[C:14]([CH3:34])[C:15]2[O:21][C:20]3[C:22]([Cl:30])=[CH:23][C:24]([NH:26][CH2:27][CH2:28]Cl)=[CH:25][C:19]=3[CH2:18][S:17](=[O:32])(=[O:31])[C:16]=2[CH:33]=1)=[O:11]>[I-].C([N+](CCCC)(CCCC)CCCC)CCC.CO>[CH3:8][O:9][C:10]([C:12]1[CH:13]=[C:14]([CH3:34])[C:15]2[O:21][C:20]3[C:22]([Cl:30])=[CH:23][C:24]([NH:26][CH2:27][CH2:28][NH:7][CH2:1][C:2]4[O:6][CH:5]=[CH:4][CH:3]=4)=[CH:25][C:19]=3[CH2:18][S:17](=[O:31])(=[O:32])[C:16]=2[CH:33]=1)=[O:11] |f:2.3|. Reported procedure: Freshly distilled furfurylamine (0.58 g, 0.60 mmol) and tetrabutylammonium iodide (0.010 g, 0.027 mmol) were sequentially added with stirring to a solution of Example 56k (0.5 g, 1.20 mmol) in dry methanol (10 mL). The reaction mixture was stirred at 110° C. for 5 h in an atmosphere of nitrogen. It was concentrated, treated with methanolic HCl solution (15 mL), refluxed overnight, concentrated, treated with water and extracted with ethyl acetate. The organic layer was washed with water, brine, d...